The task is: describe an organic reaction: reactants, conditions, products, and yield. This data is from the Open Reaction Database (ORD), a public repository of structured organic reaction records. Reactants: CN1CCC(CC1)C1(C2=C(C=CC3=C1C=C(C=C3)Br)C=CC=C2)O (1-methyl-4-(3-bromo-5-hydroxy-5H-dibenzo[a,d]cyclohepten-5-yl)piperidine), Cl (HCl), Cl.CN1CCC(CC1)=C1C2=C(C=CC3=C1C=C(C=C3)Br)C=CC=C2 ((±)-1-methyl-4-(3-bromo-5H-dibenzo[a,d]cyclohepten-5-ylidene)piperidine hydrochloride), FC(C(=O)O)(F)F (trifluoroacetic acid), FC(C(=O)OC(C(F)(F)F)=O)(F)F (trifluoroacetic anhydride). Solvent: C(C)O (ethanol). The product is CN1CCC(CC1)=C1C2=C(C=CC3=C1C=C(C=C3)Br)C=CC=C2 ((±)-1-methyl-4-(3-bromo-5H-dibenzo[a,d]cyclohepten-5-ylidene)piperidine). As a reaction SMILES: [CH3:1][N:2]1[CH2:7][CH2:6][CH:5]([C:8]2(O)[C:14]3[CH:15]=[C:16]([Br:19])[CH:17]=[CH:18][C:13]=3[CH:12]=[CH:11][C:10]3[CH:20]=[CH:21][CH:22]=[CH:23][C:9]2=3)[CH2:4][CH2:3]1.FC(F)(F)C(O)=O.FC(F)(F)C(OC(=O)C(F)(F)F)=O.Cl.Cl.CN1CCC(=C2C3C=C(Br)C=CC=3C=CC3C=CC=CC2=3)CC1>C(O)C>[CH3:1][N:2]1[CH2:7][CH2:6][C:5](=[C:8]2[C:14]3[CH:15]=[C:16]([Br:19])[CH:17]=[CH:18][C:13]=3[CH:12]=[CH:11][C:10]3[CH:20]=[CH:21][CH:22]=[CH:23][C:9]2=3)[CH2:4][CH2:3]1 |f:4.5|. Reported procedure: A solution of 0.86 g. (0.003 mol) of 1-methyl-4-(3-bromo-5-hydroxy-5H-dibenzo[a,d]cyclohepten-5-yl)piperidine in 30 ml. of trifluoroacetic acid and 15 ml. of trifluoroacetic anhydride is stirred and refluxed for 16 hours. The solvents are removed by evaporation on a rotary evaporator. The residue is dissolved in chloroform, and this chloroform solution is washed with sodium hydroxide solution, water, dried over magnesium sulfate, and filtered. Evaporation of the chloroform from the filtrate give... The reactants are CN(C=C(C(=O)C1=CC=C(C=C1)F)C1=NC(=NC=C1)SC)C (3-dimethylamino-1-(4-fluorophenyl)-2-(2-methylthiopyrimidin-4-yl)-2-propen-1-one), C(C)(C)(C)OC(=O)NC1=NC=CC(=C1)C(C(=O)C1=CC=C(C=C1)F)=CN(C)C (2-(2-t-butoxycarbonylaminopyridin-4-yl)-3-dimethylamino-1-(4-fluorophenyl)-2-propen-1-one). Product: FC1=CC=C(C=C1)C1=NNC=C1C1=NC(=NC=C1)SC (3-(4-Fluorophenyl)-4-(2-methylthiopyrimidin-4-yl)-1H-pyrazole). Yield: 93.0%. As a reaction SMILES: C[N:2](C)[CH:3]=[C:4]([C:14]1[CH:19]=[CH:18][N:17]=[C:16]([S:20][CH3:21])[N:15]=1)[C:5]([C:7]1[CH:12]=[CH:11][C:10]([F:13])=[CH:9][CH:8]=1)=O.C(OC([NH:30]C1C=C(C(=CN(C)C)C(C2C=CC(F)=CC=2)=O)C=CN=1)=O)(C)(C)C>>[F:13][C:10]1[CH:11]=[CH:12][C:7]([C:5]2[C:4]([C:14]3[CH:19]=[CH:18][N:17]=[C:16]([S:20][CH3:21])[N:15]=3)=[CH:3][NH:2][N:30]=2)=[CH:8][CH:9]=1. Procedure: The reaction was carried out in the same manner as in Example 2-2) except for using 4.13 g (13.0 mmol) of 3-dimethylamino-1-(4-fluorophenyl)-2-(2-methylthiopyrimidin-4-yl)-2-propen-1-one obtained in Example 66-1) in place of 2-(2-t-butoxycarbonylaminopyridin-4-yl)-3-dimethylamino-1-(4-fluorophenyl)-2-propen-1-one to obtain 3.44 g of the title compound as a white powder. (Yield: 93%) Reactants: Oc1cc(F)c(F)cc1Br, O=C([O-])[O-], C=CCBr, CN(C)C=O, CCOCC, [K+], [K+]. Yields the product C=CCOc1cc(F)c(F)cc1Br. Reaction SMILES: [Br:1][c:2]1[c:3]([OH:10])[cH:4][c:5]([F:9])[c:6]([F:8])[cH:7]1.[C:11](=[O:12])([O-:13])[O-:14].[CH2:17]([CH:18]=[CH2:19])[Br:20].[CH3:21][N:22]([CH3:23])[CH:24]=[O:25].[CH3:26][CH2:27][O:28][CH2:29][CH3:30].[K+:15].[K+:16]>>[Br:1][c:2]1[c:3]([O:10][CH2:19][CH:18]=[CH2:17])[cH:4][c:5]([F:9])[c:6]([F:8])[cH:7]1. The reactants are C1CCC=2C(=CC=CC12)C=O (indan-4-aldehyde), NC1=NNC=C1 (3-aminopyrazole), O=C(CC(=O)OCC)CCC (ethyl 3-ketohexanoate). Product: C1CCC2=C(C=CC=C12)C1C=2C(NC(=C1C(=O)OCC)CCC)=NNC2 (Ethyl 4,7-dihydro-4-(indan-4-yl)-6-propyl-2H-pyrazolo[3,4-b]pyridine-5-carboxylate). RXN SMILES: [CH2:1]1[C:9]2[CH:8]=[CH:7][CH:6]=[C:5]([CH:10]=O)[C:4]=2[CH2:3][CH2:2]1.[NH2:12][C:13]1[CH:17]=[CH:16][NH:15][N:14]=1.O=[C:19]([CH2:26][CH2:27][CH3:28])[CH2:20][C:21]([O:23][CH2:24][CH3:25])=[O:22]>>[CH2:1]1[C:9]2[C:4](=[C:5]([CH:10]3[C:20]([C:21]([O:23][CH2:24][CH3:25])=[O:22])=[C:19]([CH2:26][CH2:27][CH3:28])[NH:12][C:13]4=[N:14][NH:15][CH:16]=[C:17]34)[CH:6]=[CH:7][CH:8]=2)[CH2:3][CH2:2]1. Reported procedure: The title compound was prepared from indan-4-aldehyde, 3-aminopyrazole and ethyl 3-ketohexanoate in the same manner as in Example 1. Starting materials: [H-].[H-].[H-].[H-].[Li+].[Al+3] (LiAlH4), Example 24, C1(CCCCC1)COC1=CC=C(O1)C(CC#N)O (3-(5-(cyclohexylmethoxy)furan-2-yl)-3-hydroxypropanenitrile), N.CO.C(Cl)Cl (NH3 MeOH CH2Cl2). Product: NCCC(O)C=1OC(=CC1)OCC1CCCCC1 (3-amino-1-(5-(cyclohexylmethoxy)furan-2-yl)propan-1-ol). RXN SMILES: [H-].[H-].[H-].[H-].[Li+].[Al+3].[CH:7]1([CH2:13][O:14][C:15]2[O:19][C:18]([CH:20]([OH:24])[CH2:21][C:22]#[N:23])=[CH:17][CH:16]=2)[CH2:12][CH2:11][CH2:10][CH2:9][CH2:8]1.N.CO.C(Cl)Cl>>[NH2:23][CH2:22][CH2:21][CH:20]([C:18]1[O:19][C:15]([O:14][CH2:13][CH:7]2[CH2:12][CH2:11][CH2:10][CH2:9][CH2:8]2)=[CH:16][CH:17]=1)[OH:24] |f:0.1.2.3.4.5,7.8.9|. Reported procedure: LiAlH4 reduction of 3-(5-(cyclohexylmethoxy)furan-2-yl)-3-hydroxypropanenitrile following the method used in Example 1 gave after flash chromatography purification (2%-20% 7N NH3/MeOH—CH2Cl2 gradient) Example 24 as a light yellow oil which solidified upon standing. Yield (0.26 g, 46%); 1H NMR (400 MHz, CD3OD) δ 6.11 (d, J=3.4 Hz, 1H), 5.10 (d, J=3.4 Hz, 1H), 4.56 (t, J=6.8 Hz, 1H), 3.79 (d, J=6.3 Hz, 2H), 2.65-2.77 (m, 2H), 1.82-1.96 (m, 2H), 1.66-1.82 (m, 6H), 1.15-1.37 (m, 3H), 1.00-1.13 (m, 2... Reactants: [Na] (sodium), C1(=C(C=CC=C1)S(=O)(=O)NC(=S)NC1=NC(=NC(=N1)OC)OC)C1=CC=CC=C1 (1-(2-biphenylylsulfonyl) 3-(4,6-dimethoxy-1,3,5-triazin-2-yl)thiourea), O (water), CI (methyl iodide). The solvent is C(C)O (ethanol), C(C)#N (acetonitrile). The product is C1(=C(C=CC=C1)S(=O)(=O)NC(SC)=NC1=NC(=NC(=N1)OC)OC)C1=CC=CC=C1 (1-(2-biphenylylsulfonyl) 3-(4,6-dimethoxy-1,3,5-triazin-2-yl) 2-methylisothiourea). Isolated yield 47.2%. RXN SMILES: [C:1]1([C:24]2[CH:29]=[CH:28][CH:27]=[CH:26][CH:25]=2)[CH:6]=[CH:5][CH:4]=[CH:3][C:2]=1[S:7]([NH:10][C:11]([NH:13][C:14]1[N:19]=[C:18]([O:20][CH3:21])[N:17]=[C:16]([O:22][CH3:23])[N:15]=1)=[S:12])(=[O:9])=[O:8].[Na].[CH3:31]I.O>C(#N)C.C(O)C>[C:1]1([C:24]2[CH:29]=[CH:28][CH:27]=[CH:26][CH:25]=2)[CH:6]=[CH:5][CH:4]=[CH:3][C:2]=1[S:7]([NH:10][C:11](=[N:13][C:14]1[N:19]=[C:18]([O:20][CH3:21])[N:17]=[C:16]([O:22][CH3:23])[N:15]=1)[S:12][CH3:31])(=[O:8])=[O:9] |^1:29|. Procedure details: 4.31 g of 1-(2-biphenylylsulfonyl) 3-(4,6-dimethoxy-1,3,5-triazin-2-yl)thiourea were suspended in 50 ml of dry acetonitrile, and a solution of 0.3 g of metallic sodium in 10 ml of ethanol was added to the suspension, and the mixture was heated under reflux for 30 minutes. After cooling, 1.85 g of methyl iodide were added, and the mixture was heated under reflux for 5 hours. After cooling, the reaction mixture was poured into 100 ml of water, and extracted with methylene chloride. Methylene chlor... As a reaction SMILES: [C:1]([O:5][C:6](=[O:43])[NH:7][C:8]([C:10]1[S:11][C:12]([S:41][CH3:42])=[C:13]([S:15]([C:18]2[CH:19]=[C:20]([C:24]3[CH:29]=[CH:28][C:27]([NH:30][C:31]([NH:33][CH2:34][CH2:35][CH2:36][CH2:37][CH2:38][CH3:39])=S)=[CH:26][C:25]=3[CH3:40])[CH:21]=[CH:22][CH:23]=2)(=[O:17])=[O:16])[CH:14]=1)=[NH:9])([CH3:4])([CH3:3])[CH3:2].[NH3:44]>CO.[Hg]=O>[C:1]([O:5][C:6](=[O:43])[NH:7][C:8]([C:10]1[S:11][C:12]([S:41][CH3:42])=[C:13]([S:15]([C:18]2[CH:19]=[C:20]([C:24]3[CH:29]=[CH:28][C:27]([NH:30][C:31]([NH2:44])=[N:33][CH2:34][CH2:35][CH2:36][CH2:37][CH2:38][CH3:39])=[CH:26][C:25]=3[CH3:40])[CH:21]=[CH:22][CH:23]=2)(=[O:16])=[O:17])[CH:14]=1)=[NH:9])([CH3:3])([CH3:4])[CH3:2]. The solvent is CO (methanol). Procedure: ({4-[4′-(3-Hexyl-thioureido)-2′-methyl-biphenyl-3-sulfonyl]-5-methylsulfanyl-thiophen-2-yl}-imino-methyl)-carbamic acid tert-butyl ester (33 mg, 0.14 mmol. Example 136: step a) was dissolved into ammonia in methanol (2.0 M, 4 mL). To this was added mercury(II) oxide (33.9 mg, 0.16 mmol) and the reaction stirred at RT for 2 hours. Additional mercury(II) oxide (154 mg, 0.08 mmol) was added and the reaction was heated to 40° C. overnight. The reaction was filtered with 0.2 μM disk and washed with E... Reaction conditions: time 2 hour. Reagents/catalysts: [Hg]=O (mercury(II) oxide), [Hg]=O (mercury(II) oxide). Product: C(C)(C)(C)OC(NC(=N)C=1SC(=C(C1)S(=O)(=O)C=1C=C(C=CC1)C1=C(C=C(C=C1)NC(=NCCCCCC)N)C)SC)=O (({4-[4′-(N′-Hexyl-guanidino)-2′-methyl-biphenyl-3-sulfonyl]-5-methylsulfanyl-thiophen-2-yl}-imino-methyl)-carbamic acid tert-butyl ester). Reactants: C(C)(C)(C)OC(NC(=N)C=1SC(=C(C1)S(=O)(=O)C=1C=C(C=CC1)C1=C(C=C(C=C1)NC(=S)NCCCCCC)C)SC)=O (({4-[4′-(3-Hexyl-thioureido)-2′-methyl-biphenyl-3-sulfonyl]-5-methylsulfanyl-thiophen-2-yl}-imino-methyl)-carbamic acid tert-butyl ester), N (ammonia). The reactants are FC(C1=CC=C(C=C1)C1=CC(=NC=N1)OC=1C=CC=C2N=CC(NC12)=O)(F)F (8-[6-(4-trifluoromethyl-phenyl)-pyrimidin-4-yloxy]-1H-quinoxalin-2-one), [BH4-].[Na+] (sodium borohydride). Run in CCO (EtOH). Run at time 2 hour. The product is FC(C1=CC=C(C=C1)C1=CC(=NC=N1)OC=1C=CC=C2NCC(NC12)=O)(F)F (8-[6-(4-Trifluoromethyl-phenyl)-pyrimidin-4-yloxy]-3,4-dihydro-1H-quinoxalin-2-one). As a reaction SMILES: [F:1][C:2]([F:28])([F:27])[C:3]1[CH:8]=[CH:7][C:6]([C:9]2[N:14]=[CH:13][N:12]=[C:11]([O:15][C:16]3[CH:17]=[CH:18][CH:19]=[C:20]4[C:25]=3[NH:24][C:23](=[O:26])[CH:22]=[N:21]4)[CH:10]=2)=[CH:5][CH:4]=1.[BH4-].[Na+]>CCO>[F:27][C:2]([F:1])([F:28])[C:3]1[CH:8]=[CH:7][C:6]([C:9]2[N:14]=[CH:13][N:12]=[C:11]([O:15][C:16]3[CH:17]=[CH:18][CH:19]=[C:20]4[C:25]=3[NH:24][C:23](=[O:26])[CH2:22][NH:21]4)[CH:10]=2)=[CH:5][CH:4]=1 |f:1.2|. Procedure: To a suspension of 8-[6-(4-trifluoromethyl-phenyl)-pyrimidin-4-yloxy]-1H-quinoxalin-2-one, (Example 32(e)), (0.25 g, 0.65 mmol) in EtOH (5 mL) was added sodium borohydride (0.11 mg, 2.8 mmol, Aldrich). After stirring at room temperature for 2 h, the mixture was quenched with satd aq. NaHCO3 and extracted with 25% i-PrOH/CHCl3 (3×). The combined organic layers were dried over Na2SO4, filtered and concentrated. Purification by flash chromatography (0→1.5% 2M NH3/MeOH in CH2Cl2) gave the title comp...